From a dataset of the Open Reaction Database (ORD), a public repository of structured organic reaction records. describe an organic reaction: reactants, conditions, products, and yield The reactants are C1(=CC=CC=C1)C (toluene), C(C)(=O)C1=NC=CC=C1 (acetylpyridine), Cl.C1(=CC=CC=C1)NNC1=CC=CC=C1 (diphenylhydrazine hydrochloride), C(C)(=O)[O-].[Na+] (sodium acetate). Solvent: CCCCCC (hexane), O (water), O (water). Yields the product C1(=CC=CC=C1)N(N=C(C)C1=NC=CC=C1)C1=CC=CC=C1 (acetylpyridine diphenylhydrazone). Reaction SMILES: [C:1]1(C)[CH:6]=[CH:5][CH:4]=[CH:3][CH:2]=1.[C:8]([C:11]1[CH:16]=[CH:15][CH:14]=[CH:13][N:12]=1)(=O)[CH3:9].Cl.[C:18]1([NH:24][NH:25]C2C=CC=CC=2)[CH:23]=[CH:22][CH:21]=[CH:20][CH:19]=1.C([O-])(=O)C.[Na+]>O.CCCCCC>[C:18]1([N:24]([C:1]2[CH:2]=[CH:3][CH:4]=[CH:5][CH:6]=2)[N:25]=[C:8]([C:11]2[CH:16]=[CH:15][CH:14]=[CH:13][N:12]=2)[CH3:9])[CH:23]=[CH:22][CH:21]=[CH:20][CH:19]=1 |f:2.3,4.5|. Reported procedure: A mixture of 120 ml toluene, 80 ml hexane, 24.2 g acetylpyridine, 24.2 g of diphenylhydrazine hydrochloride, and 30 g of anhydrous sodium acetate was stirred and heated at reflux in a flask equipped with a water separator until no more water was being collected (about 2 hours). The reaction mixture was filtered, and the filtrate was distilled under aspirator vacuum at 60° C. The residue was stirred with 100 ml of methanol with cooling to keep temprature between -10° and -20° C. The resulting sol... The reactants are OC(CNC1=NC(=NC(=N1)NCC(O)C1CC(NC(C1)(C)C)(C)C)Cl)C1CC(NC(C1)(C)C)(C)C (2,4-Bis{2-hydroxy-N-(2,2,6,6-tetramethyl-4-piperidyl)ethylamino}-6-chloro-1,3,5-triazine), NCCCCCCN (hexamethylenediamine). Solvent: C=1(C(=CC=CC1)C)C (xylene). The product is OC(CNC1=NC(=NC(=N1)NCC(O)C1CC(NC(C1)(C)C)(C)C)NCCCCCCNC1=NC(=NC(=N1)NCC(O)C1CC(NC(C1)(C)C)(C)C)NCC(O)C1CC(NC(C1)(C)C)(C)C)C1CC(NC(C1)(C)C)(C)C (N,N'-Bis[2,4-bis{2-hydroxy-N-(2,2,6,6-tetramethyl-4-piperidyl)ethylamino}-1,3,5-triazine-6-yl]-hexamethylenediamine). Reaction SMILES: [OH:1][CH:2]([CH:26]1[CH2:31][C:30]([CH3:33])([CH3:32])[NH:29][C:28]([CH3:35])([CH3:34])[CH2:27]1)[CH2:3][NH:4][C:5]1[N:10]=[C:9]([NH:11][CH2:12][CH:13]([CH:15]2[CH2:20][C:19]([CH3:22])([CH3:21])[NH:18][C:17]([CH3:24])([CH3:23])[CH2:16]2)[OH:14])[N:8]=[C:7](Cl)[N:6]=1.[NH2:36][CH2:37][CH2:38][CH2:39][CH2:40][CH2:41][CH2:42][NH2:43]>C1(C)C(C)=CC=CC=1>[OH:1][CH:2]([CH:26]1[CH2:31][C:30]([CH3:33])([CH3:32])[NH:29][C:28]([CH3:35])([CH3:34])[CH2:27]1)[CH2:3][NH:4][C:5]1[N:10]=[C:9]([NH:11][CH2:12][CH:13]([CH:15]2[CH2:20][C:19]([CH3:22])([CH3:21])[NH:18][C:17]([CH3:24])([CH3:23])[CH2:16]2)[OH:14])[N:8]=[C:7]([NH:36][CH2:37][CH2:38][CH2:39][CH2:40][CH2:41][CH2:42][NH:43][C:7]2[N:8]=[C:9]([NH:11][CH2:12][CH:13]([CH:15]3[CH2:20][C:19]([CH3:22])([CH3:21])[NH:18][C:17]([CH3:23])([CH3:24])[CH2:16]3)[OH:14])[N:10]=[C:5]([NH:4][CH2:3][CH:2]([CH:26]3[CH2:27][C:28]([CH3:35])([CH3:34])[NH:29][C:30]([CH3:33])([CH3:32])[CH2:31]3)[OH:1])[N:6]=2)[N:6]=1. Procedure: 2,4-Bis{2-hydroxy-N-(2,2,6,6-tetramethyl-4-piperidyl)ethylamino}-6-chloro-1,3,5-triazine (20.5 g) and hexamethylenediamine (2.0 g) were dissolved in xylene (700 ml), and the mixture was refluxed for 12 hours. The xylene was distilled off from the reaction mixture, and the residue was put into aqueous ammonia, extracted with chloroform and dried over anhydrous magnesium sulfate. The residue obtained by removing the chloroform was chromatographed through silica gel (eluent=ethyl acetate:triethylam...